This data is from the Open Reaction Database (ORD), a public repository of structured organic reaction records. The task is: describe an organic reaction: reactants, conditions, products, and yield Starting materials: saturated aqueous solution, C(O)([O-])=O.[Na+] (sodium hydrogencarbonate), reactant, C(C)OC(C)=O.CCCCCC (ethylacetate hexane), ( s ), C(O)([O-])=O.[Na+] (sodium hydrogen-carbonate), 14, CCCCC[C@@H](/C=C/[C@H]1[C@@H](C[C@@H]([C@@H]1C/C=C\CCCC(=O)O)O)O)O (PGF2 α), ( q ), saturated aqueous solution. Run in C(C)(=O)OCC (ethyl acetate), C(C)(=O)OCC (ethyl acetate), CC(=O)C (acetone). Conditions: temperature -30 celsius, time 30 minute. The product is CCCCC[C@@H](/C=C/[C@@H]1[C@H]([C@H](CC1=O)O)C/C=C\CCCC(=O)O)O (PGD2). The yield is 91.0%. Reaction SMILES: [CH3:1][CH2:2][CH2:3][CH2:4][CH2:5][C@H:6]([OH:25])/[CH:7]=[CH:8]/[C@@H:9]1[C@@H:13]([CH2:14]/[CH:15]=[CH:16]\[CH2:17][CH2:18][CH2:19][C:20]([OH:22])=[O:21])[C@@H:12]([OH:23])[CH2:11][C@H:10]1[OH:24].C(=O)([O-])O.[Na+].C(OC(=O)C)C.CCCCCC>CC(C)=O.C(OCC)(=O)C>[CH3:1][CH2:2][CH2:3][CH2:4][CH2:5][C@H:6]([OH:25])/[CH:7]=[CH:8]/[C@H:9]1[C:10](=[O:24])[CH2:11][C@H:12]([OH:23])[C@@H:13]1[CH2:14]/[CH:15]=[CH:16]\[CH2:17][CH2:18][CH2:19][C:20]([OH:22])=[O:21] |f:1.2,3.4|. Procedure details: 14 4 mg of PGF2 α body (q) was dissolved in 0.8 ml of acetone in a 5 ml test tube and 12.4 μl of Jones reactant (2.4M) was added to the solution dropwise with a syringe at -30° C. in a stream of argon. The mixture was stirred at -30° C. for 30 minutes and then diluted with 1 ml of ethyl acetate. After 1 ml of a saturated aqueous solution of sodium hydrogencarbonate was added, the mixture was agitated vigorously. When the color of the aqueous layer shaded into green, 10 ml of ethyl acetate and 10... Reactants: CN1N=C2C=CC(=CC2=C1)C(=O)OC (methyl 2-methyl-2H-indazole-5-carboxylate), [Li+].[OH-] (LiOH), Cl (HCl). The solvent is CO (methanol). Run at temperature 40 celsius, time 8 hour. Yields the product CN1N=C2C=CC(=CC2=C1)C(=O)O (2-Methyl-2H-indazole-5-carboxylic acid). Yield: 75.9%. As a reaction SMILES: [CH3:1][N:2]1[CH:10]=[C:9]2[C:4]([CH:5]=[CH:6][C:7]([C:11]([O:13]C)=[O:12])=[CH:8]2)=[N:3]1.[Li+].[OH-].Cl>CO>[CH3:1][N:2]1[CH:10]=[C:9]2[C:4]([CH:5]=[CH:6][C:7]([C:11]([OH:13])=[O:12])=[CH:8]2)=[N:3]1 |f:1.2|. Reported procedure: To a solution of methyl 2-methyl-2H-indazole-5-carboxylate (210 mg, 1.10 mmol) in methanol (5 mL) was added 1.0 M LiOH (1.2 mL, 1.2 mmol). The mixture was agitated at 40° C. overnight. After cooling to room temperature, 1 N HCl (1.17 mL, 1.1 eq) was added. The solution was cooled and the solid was isolated by filtration. The solid was dried in a vacuum oven at 50° C. to provide the title compound (147 mg, 76%). The reactants are Cc1nc(Nc2ccc(F)cc2)nc(N2CCc3c(F)cccc3C2C)c1C, Cl, Nc1ccccc1. Yields the product Cc1nc(Nc2ccccc2)nc(N2CCc3c(F)cccc3C2C)c1C, Cl. RXN SMILES: [CH3:2][c:3]1[c:4]([N:18]2[CH:19]([CH3:29])[c:20]3[cH:21][cH:22][cH:23][c:24]([F:28])[c:25]3[CH2:26][CH2:27]2)[n:5][c:6]([NH:10][c:11]2[cH:12][cH:13][c:14]([F:17])[cH:15][cH:16]2)[n:7][c:8]1[CH3:9].[ClH:1].[NH2:30][c:31]1[cH:32][cH:33][cH:34][cH:35][cH:36]1>>[CH3:2][c:3]1[c:4]([N:18]2[CH:19]([CH3:29])[c:20]3[cH:21][cH:22][cH:23][c:24]([F:28])[c:25]3[CH2:26][CH2:27]2)[n:5][c:6]([NH:10][c:11]2[cH:12][cH:13][cH:14][cH:15][cH:16]2)[n:7][c:8]1[CH3:9].[ClH:1]. The reactants are N1(CCOCC1)C1=NC(=C2NC=NC2=N1)C1=CC(=CC=C1)OCC1=CC=CC=C1 (1-(2-morpholin-4-ylpurin-6-yl)-3-(phenylmethoxy)benzene). The reagents and catalysts are [Pd] (Pd/C). Run in CO (methanol), C1CCOC1 (THF). Product: N1(CCOCC1)C1=NC(=C2NC=NC2=N1)C=1C=C(C=CC1)O (3-(2-morpholin-4-ylpurin-6-yl)phenol). Isolated yield 75.4%. As a reaction SMILES: [N:1]1([C:7]2[N:15]=[C:14]3[C:10]([NH:11][CH:12]=[N:13]3)=[C:9]([C:16]3[CH:21]=[CH:20][CH:19]=[C:18]([O:22]CC4C=CC=CC=4)[CH:17]=3)[N:8]=2)[CH2:6][CH2:5][O:4][CH2:3][CH2:2]1>CO.C1COCC1.[Pd]>[N:1]1([C:7]2[N:15]=[C:14]3[C:10]([NH:11][CH:12]=[N:13]3)=[C:9]([C:16]3[CH:17]=[C:18]([OH:22])[CH:19]=[CH:20][CH:21]=3)[N:8]=2)[CH2:2][CH2:3][O:4][CH2:5][CH2:6]1. Procedure details: To a solution of compound A (45 mg, 0.116 mmol) in methanol (10 mL) and THF (10 mL) was added 50 mg of 10% Pd/C. The mixture was degassed for three times with N2, and hydrogenated under H2 atmosphere over night. After removing Pd/C by filtration, the reaction was evaporated and the residue purified by prep-TLC (PE:EA=1:2) to give 1 (26 mg, 75%). 1H-NMR (300 MHz, DMSO-d6): δ=3.73-3.76 (m, 8H), 6.89-6.92 (m, 1H), 7.30-7.35 (m, 1H), 8.19 (s, 1H), 8.23 (m, 2H), 9.59 (s, 1H). LC-MS [M+H]+: 298.0.